Dataset: the Open Reaction Database (ORD), a public repository of structured organic reaction records. Task: describe an organic reaction: reactants, conditions, products, and yield Reactants: CC(=O)O[BH-](OC(C)=O)OC(C)=O, O=CC1=CCCCC1, CO, CC(=O)O, CC1CN(Cc2c(Cl)cccc2C(F)(F)F)CC1(CC(=O)O)C(=O)NC1CCNCC1, [Na+], C1CCOC1, O. The product is CC1CN(Cc2c(Cl)cccc2C(F)(F)F)CC1(CC(=O)O)C(=O)NC1CCN(CC2=CCCCC2)CC1. RXN SMILES: [C:13]([O:14][BH-:15]([O:16][C:17](=[O:18])[CH3:19])[O:20][C:21](=[O:22])[CH3:23])(=[O:24])[CH3:25].[C:1]1([CH:7]=[O:8])=[CH:2][CH2:3][CH2:4][CH2:5][CH2:6]1.[CH3:63][OH:64].[CH3:9][C:10](=[O:11])[OH:12].[Cl:27][c:28]1[c:29]([CH2:38][N:39]2[CH2:40][C:41]([C:45]([NH:46][CH:47]3[CH2:48][CH2:49][NH:50][CH2:51][CH2:52]3)=[O:53])([CH2:54][C:55](=[O:56])[OH:57])[CH:42]([CH3:44])[CH2:43]2)[c:30]([C:34]([F:35])([F:36])[F:37])[cH:31][cH:32][cH:33]1.[Na+:26].[O:58]1[CH2:59][CH2:60][CH2:61][CH2:62]1.[OH2:65]>>[C:1]1([CH2:7][N:50]2[CH2:49][CH2:48][CH:47]([NH:46][C:45]([C:41]3([CH2:54][C:55](=[O:56])[OH:57])[CH2:40][N:39]([CH2:38][c:29]4[c:28]([Cl:27])[cH:33][cH:32][cH:31][c:30]4[C:34]([F:35])([F:36])[F:37])[CH2:43][CH:42]3[CH3:44])=[O:53])[CH2:52][CH2:51]2)=[CH:2][CH2:3][CH2:4][CH2:5][CH2:6]1. Yields the product CC(c1ccccc1)C(C(=O)c1ccc(Cl)cc1)n1cncn1. Reaction SMILES: [CH3:18][CH:19]([c:20]1[cH:21][cH:22][cH:23][cH:24][cH:25]1)[Cl:26].[CH3:28][N:29]([CH3:30])[CH:31]=[O:32].[H-:16].[Na+:17].[OH2:27].[n:1]1([CH2:6][C:7](=[O:8])[c:9]2[cH:10][cH:11][c:12]([Cl:15])[cH:13][cH:14]2)[n:2][cH:3][n:4][cH:5]1>>[n:1]1([CH:6]([C:7](=[O:8])[c:9]2[cH:10][cH:11][c:12]([Cl:15])[cH:13][cH:14]2)[CH:19]([CH3:18])[c:20]2[cH:21][cH:22][cH:23][cH:24][cH:25]2)[n:2][cH:3][n:4][cH:5]1. Starting materials: CC(Cl)c1ccccc1, CN(C)C=O, [H-], [Na+], O, O=C(Cn1cncn1)c1ccc(Cl)cc1.